This data is from the Open Reaction Database (ORD), a public repository of structured organic reaction records. The task is: describe an organic reaction: reactants, conditions, products, and yield The reactants are O=C(SC(C(=O)O)N1C(=O)CCC1=O)c1ccccc1, O=C(Cl)c1ccccc1, Cc1ccccc1, [Na+], [OH-], O, O=C(O)CS. Product: O=C(O)CSC(=O)c1ccccc1. RXN SMILES: [C:1]1(=[O:2])[N:3]([CH:6]([C:7](=[O:8])[OH:9])[S:10][C:11]([c:12]2[cH:13][cH:14][cH:15][cH:16][cH:17]2)=[O:18])[C:4](=[O:5])[CH2:19][CH2:20]1.[C:28]([Cl:29])(=[O:30])[c:31]1[cH:32][cH:33][cH:34][cH:35][cH:36]1.[CH3:38][c:39]1[cH:40][cH:41][cH:42][cH:43][cH:44]1.[Na+:22].[OH-:21].[OH2:37].[SH:23][CH2:24][C:25]([OH:26])=[O:27]>>[CH2:6]([C:7](=[O:8])[OH:9])[S:10][C:11]([c:12]1[cH:13][cH:14][cH:15][cH:16][cH:17]1)=[O:18]. Reactants: O1CCN(CC1)CC(=O)SCC([C@H]1CC[C@H]2[C@@H]3CC[C@H]4C[C@@H](C=C[C@]4(C)[C@H]3C(C[C@]12C)=O)O)=O (21-Morpholinoacetylthio-3α-hydroxy-5α-pregn-1-ene-11,20-dione), Cl (hydrochloric acid), O (water). Yields the product aqueous solution, Cl.O1CCN(CC1)CC(=O)SCC([C@H]1CC[C@H]2[C@@H]3CC[C@H]4C[C@@H](C=C[C@]4(C)[C@H]3C(C[C@]12C)=O)O)=O (21-Morpholinoacetylthio-3α-hydroxy-5α-pregn-1-ene-11,20-dione hydrochloride). Isolated yield 1.0%. Reaction SMILES: [O:1]1[CH2:6][CH2:5][N:4]([CH2:7][C:8]([S:10][CH2:11][C:12](=[O:34])[C@@H:13]2[C@:30]3([CH3:31])[C@H:16]([C@H:17]4[C@H:27]([C:28](=[O:32])[CH2:29]3)[C@:25]3([CH3:26])[C@H:20]([CH2:21][C@H:22]([OH:33])[CH:23]=[CH:24]3)[CH2:19][CH2:18]4)[CH2:15][CH2:14]2)=[O:9])[CH2:3][CH2:2]1.O.[ClH:36]>>[ClH:36].[O:1]1[CH2:2][CH2:3][N:4]([CH2:7][C:8]([S:10][CH2:11][C:12](=[O:34])[C@@H:13]2[C@:30]3([CH3:31])[C@H:16]([C@H:17]4[C@H:27]([C:28](=[O:32])[CH2:29]3)[C@:25]3([CH3:26])[C@H:20]([CH2:21][C@H:22]([OH:33])[CH:23]=[CH:24]3)[CH2:19][CH2:18]4)[CH2:15][CH2:14]2)=[O:9])[CH2:5][CH2:6]1 |f:3.4|. Procedure: 21-Morpholinoacetylthio-3α-hydroxy-5α-pregn-1-ene-11,20-dione (122 mg., 0.25 mmole) was dissolved in 0.1 M hydrochloric acid (2.5 ml.) and the resulting clear solution was made up to 12 ml. by the addition of distilled water to give a 1% aqueous solution of the title compound. Reactants: 1H-1,2,3-benzothiazole-5-carboxyllic, C=1C=CC2=C(C1)N=NN2O (HOBt), CCN=C=NCCCN(C)C.Cl (EDCl), ClC1=CC(=C(C=C1)CC(=O)NC1=C(C2=C(CNCC2)S1)C(=O)N)F (2-[2-(4-Chloro-2-fluoro-phenyl)-acetylamino]-4,5,6,7-tetrahydro-thieno[2,3-c]pyridine-3-carboxylic acid amide), 1H-1,2,3-benzothiazole-5-carboxyllic, CN(C)C=O (DMF). Reaction conditions: temperature 80 celsius. Yields the product N1N=NC2=C1C=CC(=C2)C(=O)N2CC1=C(CC2)C(=C(S1)NC(CC1=C(C=C(C=C1)Cl)F)=O)C(=O)N (6-(1H-Benzotriazole-5-carbonyl)-2-[2-(4-chloro-2-fluoro-phenyl)-acetylamino]-4,5,6,7-tetrahydro-thieno[2,3-c]pyridine-3-carboxylic acid amide). The yield is 12.0%. RXN SMILES: [Cl:1][C:2]1[CH:7]=[CH:6][C:5]([CH2:8][C:9]([NH:11][C:12]2[S:20][C:15]3[CH2:16][NH:17][CH2:18][CH2:19][C:14]=3[C:13]=2[C:21]([NH2:23])=[O:22])=[O:10])=[C:4]([F:24])[CH:3]=1.[CH:25]1[CH:26]=[CH:27][C:28]2[N:33](O)[N:32]=[N:31][C:29]=2[CH:30]=1.CCN=C=NCCCN(C)C.Cl.CN([CH:50]=[O:51])C>>[NH:31]1[C:29]2[CH:30]=[CH:25][C:26]([C:50]([N:17]3[CH2:18][CH2:19][C:14]4[C:13]([C:21]([NH2:23])=[O:22])=[C:12]([NH:11][C:9](=[O:10])[CH2:8][C:5]5[CH:6]=[CH:7][C:2]([Cl:1])=[CH:3][C:4]=5[F:24])[S:20][C:15]=4[CH2:16]3)=[O:51])=[CH:27][C:28]=2[N:33]=[N:32]1 |f:2.3|. Procedure: Starting material 20 (118 mg, 0.3 mmol) was suspended in 2 ml dry DMF and 1H-1,2,3-benzothiazole-5-carboxyllic acid (63 mg, 0.4 mmol, 1.2 equiv.), dry HOBt (52 mg, 0.4 mmol) and EDCl (74 mg, 0.4 mmol) were added. The brown suspension was stirred at 80° C. over night. Then another 0.5 equiv. 1H-1,2,3-benzothiazole-5-carboxyllic acid were added and the reaction was stirred another 6 h at 80° C. the solvent was reduced under vacuo and the remaining crude product further purified by prep. HPLC (Meth... Starting materials: CCN=C=NCCCN(C)C, CCN(C(C)C)C(C)C, CC(C)OC(C)C, Cl, CCCCOc1ncc(I)cc1C(=O)O, CCc1nn(CCOC)c(C(N)=O)c1N, C1CCOC1, O, On1nnc2ccccc21. Yields the product CCCCOc1ncc(I)cc1C(=O)Nc1c(CC)nn(CCOC)c1C(N)=O. As a reaction SMILES: [CH3:2][N:3]([CH3:4])[CH2:5][CH2:6][CH2:7][N:8]=[C:9]=[N:10][CH2:11][CH3:12].[CH:54]([N:55]([CH:56]([CH3:57])[CH3:58])[CH2:59][CH3:60])([CH3:61])[CH3:62].[CH:63]([O:64][CH:65]([CH3:66])[CH3:67])([CH3:68])[CH3:69].[ClH:1].[I:13][c:14]1[cH:15][n:16][c:17]([O:23][CH2:24][CH2:25][CH2:26][CH3:27])[c:18]([C:19](=[O:20])[OH:21])[cH:22]1.[NH2:28][c:29]1[c:30]([CH2:41][CH3:42])[n:31][n:32]([CH2:37][CH2:38][O:39][CH3:40])[c:33]1[C:34](=[O:35])[NH2:36].[O:70]1[CH2:71][CH2:72][CH2:73][CH2:74]1.[OH2:43].[OH:44][n:45]1[c:46]2[cH:47][cH:48][cH:49][cH:50][c:51]2[n:52][n:53]1>>[I:13][c:14]1[cH:15][n:16][c:17]([O:23][CH2:24][CH2:25][CH2:26][CH3:27])[c:18]([C:19](=[O:21])[NH:28][c:29]2[c:30]([CH2:41][CH3:42])[n:31][n:32]([CH2:37][CH2:38][O:39][CH3:40])[c:33]2[C:34](=[O:35])[NH2:36])[cH:22]1. Reactants: C1(=CC=C(C=C1)OCC1=C(C=CC=C1)C(C(=O)OC)=O)C1=CC=CC=C1 (methyl 2-[2-(biphenyl-4-yloxymethyl)phenyl]-2-oxoacetate), Cl (HCl), C1CCOC1 (THF), solution, CN (methyl amine). Run in O (water), CO (methanol), CO (methanol). The product is CNC(C(=O)C1=C(C=CC=C1)COC1=CC=C(C=C1)C1=CC=CC=C1)=O (N-methyl-2-[2-(biphenyl-4-yloxymethyl)phenyl] -2-oxoacetamide). Yield: 81.9%. As a reaction SMILES: [C:1]1([C:21]2[CH:26]=[CH:25][CH:24]=[CH:23][CH:22]=2)[CH:6]=[CH:5][C:4]([O:7][CH2:8][C:9]2[CH:14]=[CH:13][CH:12]=[CH:11][C:10]=2[C:15](=[O:20])[C:16](OC)=[O:17])=[CH:3][CH:2]=1.C1COCC1.[CH3:32][NH2:33].Cl>CO.O>[CH3:32][NH:33][C:16](=[O:17])[C:15]([C:10]1[CH:11]=[CH:12][CH:13]=[CH:14][C:9]=1[CH2:8][O:7][C:4]1[CH:5]=[CH:6][C:1]([C:21]2[CH:26]=[CH:25][CH:24]=[CH:23][CH:22]=2)=[CH:2][CH:3]=1)=[O:20]. Procedure: To methyl 2-[2-(biphenyl-4-yloxymethyl)phenyl]-2-oxoacetate (3.46 g, 0.01 mol), added were anhydrous methanol (10 ml), dry THF (10 ml) and a 40% solution (2.33 g) of methyl amine (0.03 mol) in methanol, and the reaction mixture was stirred at room temperature for 2 hour. After completion of the reaction, water (150 ml) was added to the reaction mixture which was then adjusted to below pH 2 by addition of conc. HCl and extracted with ethyl acetate (150 ml). The extract was dried over anhydrous ma... Reaction SMILES: [CH2:1]([CH3:2])[N:3]1[CH2:4][CH2:5][C:6]([CH3:22])([CH3:23])[c:7]2[cH:8][c:9]([CH:19]([CH3:20])[CH3:21])[cH:10][c:11]([C:13](=[C:14]([CH2:15][OH:16])[F:17])[CH3:18])[c:12]21.[CH3:24][N+:25]1([O-:26])[CH2:27][CH2:28][O:29][CH2:30][CH2:31]1.[CH3:40][CH2:41][CH2:42][N+:43]([CH2:44][CH2:45][CH3:46])([CH2:47][CH2:48][CH3:49])[CH2:50][CH2:51][CH3:52].[Cl:32][CH2:33][Cl:34].[O-:35][Ru:36](=[O:37])(=[O:38])=[O:39]>>[CH2:1]([CH2:2][CH3:24])[N:3]1[CH2:4][CH2:5][C:6]([CH3:22])([CH3:23])[c:7]2[cH:8][c:9]([CH:19]([CH3:20])[CH3:21])[cH:10][c:11]([C:13](=[C:14]([CH2:15][OH:16])[F:17])[CH3:18])[c:12]21. Yields the product CCCN1CCC(C)(C)c2cc(C(C)C)cc(C(C)=C(F)CO)c21. The reactants are CCN1CCC(C)(C)c2cc(C(C)C)cc(C(C)=C(F)CO)c21, C[N+]1([O-])CCOCC1, CCC[N+](CCC)(CCC)CCC, ClCCl, O=[Ru](=O)(=O)[O-]. Product: CN(C)C=Cc1cc(Cl)c([N+](=O)[O-])cc1Cl. As a reaction SMILES: [C:13]([O:14][CH:18]([N:15]([CH3:16])[CH3:17])[N:19]([CH3:20])[CH3:21])([CH3:22])([CH3:23])[CH3:24].[Cl:1][c:2]1[c:3]([N+:10](=[O:11])[O-:12])[cH:4][c:5]([Cl:9])[c:6]([CH3:8])[cH:7]1.[O:25]1[CH2:26][CH2:27][CH2:28][CH2:29]1>>[Cl:1][c:2]1[c:3]([N+:10](=[O:11])[O-:12])[cH:4][c:5]([Cl:9])[c:6]([CH:8]=[CH:18][N:19]([CH3:20])[CH3:21])[cH:7]1. The reactants are CN(C)C(OC(C)(C)C)N(C)C, Cc1cc(Cl)c([N+](=O)[O-])cc1Cl, C1CCOC1. Starting materials: N1=CCCC1 (1-pyrroline), N1=CCCC1 (1-Pyrroline), P(OC1=CC=CC=C1)(OC1=CC=CC=C1)[O-] (diphenyl phosphite), P(=O)(=O)C1NCCC1 (2-Phosphopyrrolidine), N1[C@H](C(=O)O)CCC1 (Proline), C[C@@H](C(=O)O)NC(=O)[C@@H]1CCCN1C(=O)[C@H](CC2=CN=CN2)NC(=O)[C@H](C(C)C)NC(=O)[C@H](CC=3C=CC(=CC3)O)NC(=O)[C@H](C(C)C)NC(=O)[C@H](CCCNC(=N)N)NC(=O)[C@H](CC(=O)O)N (Angiotensin), diethyl ester, N1=CCCC1 (1-pyrroline), P(OC1=CC=CC=C1)(OC1=CC=CC=C1)[O-] (diphenyl phosphite). Reaction conditions: temperature 85 celsius. Yields the product N1C(CCC1)P(OC1=CC=CC=C1)(=O)OC1=CC=CC=C1 (diphenyl pyrrolidine-2-phosphonate). Isolated yield 49.0%. RXN SMILES: [N:1]1[CH2:5][CH2:4][CH2:3][CH:2]=1.[P:6]([O-:21])([O:14][C:15]1[CH:20]=[CH:19][CH:18]=[CH:17][CH:16]=1)[O:7][C:8]1[CH:13]=[CH:12][CH:11]=[CH:10][CH:9]=1.P(C1CCCN1)(=O)=O.N1CCC[C@H]1C(O)=O.C[C@H](NC([C@H]1N(C([C@@H](NC([C@@H](NC([C@@H](NC([C@@H](NC([C@@H](NC([C@@H](N)CC(O)=O)=O)CCCNC(N)=N)=O)C(C)C)=O)CC2C=CC(O)=CC=2)=O)C(C)C)=O)CC2NC=NC=2)=O)CCC1)=O)C(O)=O>>[NH:1]1[CH2:5][CH2:4][CH2:3][CH:2]1[P:6]([O:14][C:15]1[CH:20]=[CH:19][CH:18]=[CH:17][CH:16]=1)(=[O:21])[O:7][C:8]1[CH:9]=[CH:10][CH:11]=[CH:12][CH:13]=1. Procedure details: This compound was synthesized from 1-pyrroline trimer (Nomura, Y., Ogawa, K., Takeuchi, Y., Tomoda, S., One Step Synthesis and Structural Confirmation with 1-Pyrroline Trimer, Chem. Lett. 1977, 693-696) and diphenyl phosphite using the procedure previously described for the synthesis of the diethyl ester (Petrillo, E. W., Spitzmiller, E. R., Synthesis of 2-Phosphopyrrolidine and Its Substitution for Proline in an Inhibitor of Angiotensin-Converting Enzyme, Tet. Lett. 1979, 51, 4929). A mixture o... The reactants are CCOC(=O)COCCCCBr, CS(N)(=O)=O, Cl, [H-], [Na+], CN(C)C=O, O. The product is CCOC(=O)COCCCCNS(C)(=O)=O. RXN SMILES: [CH2:8]([CH3:9])[O:10][C:11]([CH2:12][O:13][CH2:14][CH2:15][CH2:16][CH2:17][Br:18])=[O:19].[CH3:3][S:4](=[O:5])(=[O:6])[NH2:7].[ClH:20].[H-:2].[Na+:1].[O:21]=[CH:22][N:23]([CH3:24])[CH3:25].[OH2:26]>>[CH3:3][S:4](=[O:5])(=[O:6])[NH:7][CH2:17][CH2:16][CH2:15][CH2:14][O:13][CH2:12][C:11]([O:10][CH2:8][CH3:9])=[O:19]. Reactants: C(=O)C(C#N)C1=CC=C(C=C1)CC1=CC=CC=C1 (α-formyl-4-benzylphenylacetonitrile), Cl.NNC(=O)N (semicarbazide hydrochloride), ice water, Cl (hydrochloric acid), [OH-].[Na+] (sodium hydroxide). The solvent is O (water), CO (methanol), O (water). Reaction conditions: time 18 hour. Product: NC=1N(N=CC1C1=CC=C(C=C1)CC1=CC=CC=C1)C(N)=O (3-amino-4-(4-benzylphenyl)-2-carbamoylpyrazole). Isolated yield 87.5%. Reaction SMILES: [CH:1]([CH:3]([C:6]1[CH:11]=[CH:10][C:9]([CH2:12][C:13]2[CH:18]=[CH:17][CH:16]=[CH:15][CH:14]=2)=[CH:8][CH:7]=1)[C:4]#[N:5])=O.Cl.[NH2:20][NH:21][C:22]([NH2:24])=[O:23].[OH-].[Na+].Cl>O.CO>[NH2:5][C:4]1[N:21]([C:22](=[O:23])[NH2:24])[N:20]=[CH:1][C:3]=1[C:6]1[CH:11]=[CH:10][C:9]([CH2:12][C:13]2[CH:18]=[CH:17][CH:16]=[CH:15][CH:14]=2)=[CH:8][CH:7]=1 |f:1.2,3.4|. Procedure: A mixture of α-formyl-4-benzylphenylacetonitrile (152.22 g), semicarbazide hydrochloride (72.24 g), methanol (400 ml) and water (80 ml) was stirred at room temperature, and after 18 hours, maintained pH to about 10 with 5N sodium hydroxide aqueous solution. When heat was generated, the reaction mixture was cooled with ice-water. After stirring at room temperature for 1 hour, the reaction mixure was neutralized with 10% hydrochloric acid, and water (1 l) was added. After stirring for 1 hour, the ...